This data is from the Open Reaction Database (ORD), a public repository of structured organic reaction records. The task is: describe an organic reaction: reactants, conditions, products, and yield Reactants: COCCBr (2-bromoethyl methyl ether), [I-].[Na+] (sodium iodide), [H-].[Na+] (Sodium hydride), FC1=C2NCC(NC2=CC=C1)=O (5-Fluoro-3,4-dihydro-1H-quinoxalin-2-one). Solvent: CN(C)C=O (DMF), [Cl-].[Na+].O (brine). Run at time 0.5 hour. Product: FC1=C2NCC(N(C2=CC=C1)CCOC)=O (5-Fluoro-1-(2-methoxyethyl)-3,4-dihydro-1H-quinoxalin-2-one). Reaction SMILES: [H-].[Na+].[F:3][C:4]1[CH:13]=[CH:12][CH:11]=[C:10]2[C:5]=1[NH:6][CH2:7][C:8](=[O:14])[NH:9]2.[CH3:15][O:16][CH2:17][CH2:18]Br.[I-].[Na+]>CN(C=O)C.[Cl-].[Na+].O>[F:3][C:4]1[CH:13]=[CH:12][CH:11]=[C:10]2[C:5]=1[NH:6][CH2:7][C:8](=[O:14])[N:9]2[CH2:18][CH2:17][O:16][CH3:15] |f:0.1,4.5,7.8.9|. Reported procedure: Sodium hydride (60%, 72 mg, 1.8 mmol) was added to a solution of 5-fluoro-3,4-dihydro-1H-quinoxalin-2-one from Example B (300 mg, 1.8 mmol) in DMF (6.0 ml) while cooling in an ice/water bath. The mixture was allowed to warm to room temperature and stirred for 0.5 h. The mixture was cooled in an ice/water bath and 2-bromoethyl methyl ether (170 μl, 1.8 mmol) and sodium iodide (140 mg, 0.9 mmol) were added. The mixture was allowed to warm to room temperature and stirred for 18 h. The mixture was d... Starting materials: CS(=O)(=O)O, CSCCC(N)C(=O)O, O, COc1cccc2c1CCCC2CCOC(=O)N(c1ccccc1)c1ccccc1. Yields the product O=C(OCCC1CCCc2c(O)cccc21)N(c1ccccc1)c1ccccc1. As a reaction SMILES: [CH3:41][S:42](=[O:43])(=[O:44])[OH:45].[NH2:31][CH:32]([C:33]([OH:34])=[O:35])[CH2:36][CH2:37][S:38][CH3:39].[OH2:40].[c:1]1([N:7]([C:8]([O:9][CH2:10][CH2:11][CH:12]2[CH2:13][CH2:14][CH2:15][c:16]3[c:17]([O:22][CH3:23])[cH:18][cH:19][cH:20][c:21]32)=[O:24])[c:25]2[cH:26][cH:27][cH:28][cH:29][cH:30]2)[cH:2][cH:3][cH:4][cH:5][cH:6]1>>[c:1]1([N:7]([C:8]([O:9][CH2:10][CH2:11][CH:12]2[CH2:13][CH2:14][CH2:15][c:16]3[c:17]([OH:22])[cH:18][cH:19][cH:20][c:21]32)=[O:24])[c:25]2[cH:26][cH:27][cH:28][cH:29][cH:30]2)[cH:2][cH:3][cH:4][cH:5][cH:6]1. Product: OCCCC(F)(F)c1ccccc1. As a reaction SMILES: [F:17][C:18]([F:19])([CH2:20][CH2:21][c:22]1[cH:23][cH:24][cH:25][cH:26][cH:27]1)[CH2:28][OH:29].[F:1][C:2]([CH2:3][CH2:4][C:5](=[O:6])[O:7][CH2:8][CH3:9])([c:10]1[cH:11][cH:12][cH:13][cH:14][cH:15]1)[F:16]>>[F:1][C:2]([CH2:3][CH2:4][CH2:5][OH:6])([c:10]1[cH:11][cH:12][cH:13][cH:14][cH:15]1)[F:16]. Starting materials: OCC(F)(F)CCc1ccccc1, CCOC(=O)CCC(F)(F)c1ccccc1. Starting materials: CCC(CCC(C)C1CCC2C3CCC4=CC(=O)CCC4(C)C3CCC12C)C(C)C, Cl, NO, c1ccncc1. Yields the product CCC(CCC(C)C1CCC2C3CCC4=CC(=NO)CCC4(C)C3CCC12C)C(C)C. Reaction SMILES: [CH3:1][CH2:2][CH:3]([CH2:4][CH2:5][CH:6]([CH3:7])[CH:8]1[CH2:9][CH2:10][CH:11]2[CH:12]3[CH2:13][CH2:14][C:15]4=[CH:16][C:17](=[O:27])[CH2:18][CH2:19][C:20]4([CH3:21])[CH:22]3[CH2:23][CH2:24][C:25]12[CH3:26])[CH:28]([CH3:29])[CH3:30].[ClH:31].[NH2:32][OH:33].[cH:34]1[cH:35][cH:36][n:37][cH:38][cH:39]1>>[CH3:1][CH2:2][CH:3]([CH2:4][CH2:5][CH:6]([CH3:7])[CH:8]1[CH2:9][CH2:10][CH:11]2[CH:12]3[CH2:13][CH2:14][C:15]4=[CH:16][C:17](=[N:32][OH:33])[CH2:18][CH2:19][C:20]4([CH3:21])[CH:22]3[CH2:23][CH2:24][C:25]12[CH3:26])[CH:28]([CH3:29])[CH3:30]. Reactants: CC(O)C1(c2ccc(F)cc2F)CO1, CC(n1cnc2cccnc21)C1(c2ccc(F)cc2F)CO1, c1cnc2nc[nH]c2c1. Product: CC(n1cnc2ncccc21)C1(c2ccc(F)cc2F)CO1. Reaction SMILES: [F:1][c:2]1[c:3]([C:9]2([CH:12]([CH3:13])[OH:14])[O:10][CH2:11]2)[cH:4][cH:5][c:6]([F:8])[cH:7]1.[F:24][c:25]1[cH:26][c:27]([F:28])[cH:29][cH:30][c:31]1[C:32]1([CH:33]([n:34]2[c:35]3[n:36][cH:37][cH:38][cH:39][c:40]3[n:41][cH:42]2)[CH3:43])[CH2:44][O:45]1.[cH:15]1[cH:16][n:17][c:18]2[n:19][cH:20][nH:21][c:22]2[cH:23]1>>[F:1][c:2]1[c:3]([C:9]2([CH:12]([CH3:13])[n:21]3[cH:20][n:19][c:18]4[n:17][cH:16][cH:15][cH:23][c:22]43)[O:10][CH2:11]2)[cH:4][cH:5][c:6]([F:8])[cH:7]1. Reactants: COC(C(=CCOC(C)=O)C)OC (4-acetoxy-2-methyl-2-butenal dimethyl acetal), C1(=CC=CC=C1)P(C1=CC=CC=C1)C1=CC=CC=C1 (triphenylphosphine), C(C)NCC (diethylamine). Reagents/catalysts: C(C)(=O)[O-].[Pd+2].C(C)(=O)[O-] (palladium (II) acetate). Product: C(C)N(CC)CC=C(C(OC)OC)C (N,N-diethyl-4,4-dimethoxy-3-methyl-2-butenylamine). RXN SMILES: [CH3:1][O:2][CH:3]([O:12][CH3:13])[C:4]([CH3:11])=[CH:5][CH2:6]OC(=O)C.C1(P(C2C=CC=CC=2)C2C=CC=CC=2)C=CC=CC=1.[CH2:33]([NH:35][CH2:36][CH3:37])[CH3:34]>C([O-])(=O)C.[Pd+2].C([O-])(=O)C>[CH2:33]([N:35]([CH2:6][CH:5]=[C:4]([CH3:11])[CH:3]([O:2][CH3:1])[O:12][CH3:13])[CH2:36][CH3:37])[CH3:34] |f:3.4.5|. Procedure: A mixture of 56.4 g (0.30 mol) of 4-acetoxy-2-methyl-2-butenal dimethyl acetal, 150 ml of diethylamine, 675 mg (3 mmol) of palladium (II) acetate and 3.9 g (15 mmol) of triphenylphosphine was boiled under reflux for 15 hours under argon. After concentrating the mixture, the residue was suspended in 170 ml of ether/pentane (1:1), the solution was treated with active carbon, filtered over Hyflo and concentrated. The residual oil was firstly distilled at 40°-55°/0.3 mmHg over a 5 cm Vigreux column,... Reactants: TEA, FC1=C(C=C(C(=O)Cl)C=C1)C (4-fluoro-3-methylbenzoyl chloride), resultant mixture, O (Water), TEA, CC([C@@H](CO)NC)C ((S)-3-methyl-2-(methylamino)butan-1-ol), FC1=C(C=C(C(=O)Cl)C=C1)C (4-fluoro-3-methylbenzoyl chloride). The solvent is C(Cl)Cl (DCM), C(Cl)Cl (DCM). Run at time 3 hour. Product: FC1=C(C=C(C(=O)N(C)[C@H](CO)C(C)C)C=C1)C ((S)-4-Fluoro-N-(1-hydroxy-3-methylbutan-2-yl)-N,3-dimethylbenzamide). Yield: 83.5%. RXN SMILES: [CH3:1][CH:2]([CH3:8])[C@H:3]([NH:6][CH3:7])[CH2:4][OH:5].[F:9][C:10]1[CH:18]=[CH:17][C:13]([C:14](Cl)=[O:15])=[CH:12][C:11]=1[CH3:19].O>C(Cl)Cl>[F:9][C:10]1[CH:18]=[CH:17][C:13]([C:14]([N:6]([C@@H:3]([CH:2]([CH3:8])[CH3:1])[CH2:4][OH:5])[CH3:7])=[O:15])=[CH:12][C:11]=1[CH3:19]. Procedure details: TEA (1.774 mL, 12.80 mmol) was added to (S)-3-methyl-2-(methylamino)butan-1-ol (Compound B2.1) (0.5 g, 4.3 mmol) in DCM (5 mL). The mixture was cooled on an ice-bath and 4-fluoro-3-methylbenzoyl chloride (1.27 mL, 8.96 mmol) in DCM (5 mL) was dropwise (over 5 min) added. The resultant mixture was stirred at rt over night. Additional TEA (0.414 mL, 2.99 mmol) and 4-fluoro-3-methylbenzoyl chloride (0.368 g, 2.13 mmol) was added and the stirring was continued for 3 h. Water (12 mL) was added to the... Reactants: C(C)OC(=O)C1=CC2=C(N1C(=O)OC(C)(C)C)SC=C2 (6-tert-butoxycarbonyl-6H-thieno[2,3-b]pyrrole-5-carboxylic acid ethyl ester), CCCC[N+](CCCC)(CCCC)CCCC.[F-] (TBAF), C(C)(=O)OCC (ethyl acetate), BrN1C(CCC1=O)=O (N-bromosuccinimide). The solvent is ClCCl (dichloromethane), hexanes. Conditions: temperature 23 celsius, time 16 hour. The product is C(C)OC(=O)C1=CC2=C(N1C(=O)OC(C)(C)C)SC(=C2)Br (6-tert-butoxycarbonyl-2-bromo-6H-thieno[2,3-b]pyrrole-5-carboxylic acid ethyl ester). Isolated yield 34.5%. Reaction SMILES: [CH2:1]([O:3][C:4]([C:6]1[N:10]([C:11]([O:13][C:14]([CH3:17])([CH3:16])[CH3:15])=[O:12])[C:9]2[S:18][CH:19]=[CH:20][C:8]=2[CH:7]=1)=[O:5])[CH3:2].CCCC[N+](CCCC)(CCCC)CCCC.[F-].[Br:39]N1C(=O)CCC1=O.C(OCC)(=O)C>ClCCl>[CH2:1]([O:3][C:4]([C:6]1[N:10]([C:11]([O:13][C:14]([CH3:16])([CH3:15])[CH3:17])=[O:12])[C:9]2[S:18][C:19]([Br:39])=[CH:20][C:8]=2[CH:7]=1)=[O:5])[CH3:2] |f:1.2|. Reported procedure: To 6-tert-butoxycarbonyl-6H-thieno[2,3-b]pyrrole-5-carboxylic acid ethyl ester (0.09 g, 0.31 mmol) as a solution in dichloromethane (1 mL) was added TBAF (1M THF, 0.46 mL) followed by N-bromosuccinimide (NBS) (0.07 g, 0.4 mmol). The resulting mixture was allowed to stir at 23° C. for 16 h, after which time the entire reaction mixture was placed directly on a silica gel column. Flash column chromatography (20% ethyl acetate in hexanes) afforded 6-tert-butoxycarbonyl-2-bromo-6H-thieno[2,3-b]pyrrol... Reactants: CCOC(=O)C(C)(C)S(=O)(=O)CC1CCOCC1, ClC(Cl)Cl, CC(C)O, [Li+], [OH-], O. The product is CC(C)(C(=O)O)S(=O)(=O)CC1CCOCC1. Reaction SMILES: [CH2:1]([CH3:2])[O:3][C:4]([C:5]([CH3:6])([S:7](=[O:8])(=[O:9])[CH2:10][CH:11]1[CH2:12][CH2:13][O:14][CH2:15][CH2:16]1)[CH3:17])=[O:18].[CH:22]([Cl:23])([Cl:24])[Cl:25].[CH:26]([OH:27])([CH3:28])[CH3:29].[Li+:21].[OH-:20].[OH2:19]>>[O:3]=[C:4]([C:5]([CH3:6])([S:7](=[O:8])(=[O:9])[CH2:10][CH:11]1[CH2:12][CH2:13][O:14][CH2:15][CH2:16]1)[CH3:17])[OH:18].